From a dataset of the Open Reaction Database (ORD), a public repository of structured organic reaction records. describe an organic reaction: reactants, conditions, products, and yield Starting materials: O=C([O-])O, CN(C)C=O, [Na+], O=C(O)COc1c[nH]c(CO)cc1=O, O, O=S(Cl)Cl. The product is O=C(O)COc1c[nH]c(CCl)cc1=O. RXN SMILES: [C:24](=[O:25])([OH:26])[O-:27].[CH3:19][N:20]([CH3:21])[CH:22]=[O:23].[Na+:28].[O:1]=[c:2]1[c:3]([O:10][CH2:11][C:12](=[O:13])[OH:14])[cH:4][nH:5][c:6]([CH2:8][OH:9])[cH:7]1.[OH2:29].[S:15]([Cl:16])([Cl:17])=[O:18]>>[O:1]=[c:2]1[c:3]([O:10][CH2:11][C:12](=[O:13])[OH:14])[cH:4][nH:5][c:6]([CH2:8][Cl:17])[cH:7]1. The reactants are XVI, [OH-].[K+] (potassium hydroxide), OC1=C(C#N)C=CC=C1 (2-hydroxybenzonitrile), CN(C(=S)Cl)C (dimethylthiocarbamoyl chloride). Product: CN(C(OC1=C(C=CC=C1)C#N)=S)C (O-2-cyanophenyl dimethylthiocarbamate). Yield: 94.0%. As a reaction SMILES: [OH:1][C:2]1[CH:9]=[CH:8][CH:7]=[CH:6][C:3]=1[C:4]#[N:5].[CH3:10][N:11]([CH3:15])[C:12](Cl)=[S:13].[OH-].[K+]>>[CH3:10][N:11]([CH3:15])[C:12](=[S:13])[O:1][C:2]1[CH:9]=[CH:8][CH:7]=[CH:6][C:3]=1[C:4]#[N:5] |f:2.3|. Procedure: If the procedure described in Preparation XVI is followed starting from 15 g (126.10-3 mol) of 2-hydroxybenzonitrile, 17.9 g (145.10-3 mol) of dimethylthiocarbamoyl chloride and 7.4 g (126.10-3 mol) of potassium hydroxide, 24.1 g (yield: 94%) of the expected product are obtained. The reactants are C=C(COC(=O)CCCCCBr)COC(=O)NCCCCCCCCCCCCCCCCCC, c1cscn1. Yields the product [Br-], C=C(COC(=O)CCCCC[n+]1ccsc1)COC(=O)NCCCCCCCCCCCCCCCCCC. As a reaction SMILES: [CH2:1]([CH2:2][CH2:3][CH2:4][CH2:5][CH2:6][CH2:7][CH2:8][CH2:9][CH2:10][CH2:11][CH2:12][CH2:13][CH2:14][CH2:15][CH2:16][CH2:17][CH3:18])[NH:19][C:20](=[O:21])[O:22][CH2:23][C:24]([CH2:25][O:26][C:27]([CH2:28][CH2:29][CH2:30][CH2:31][CH2:32][Br:33])=[O:34])=[CH2:35].[cH:36]1[cH:37][s:38][cH:39][n:40]1>>[Br-:33].[CH2:1]([CH2:2][CH2:3][CH2:4][CH2:5][CH2:6][CH2:7][CH2:8][CH2:9][CH2:10][CH2:11][CH2:12][CH2:13][CH2:14][CH2:15][CH2:16][CH2:17][CH3:18])[NH:19][C:20](=[O:21])[O:22][CH2:23][C:24]([CH2:25][O:26][C:27]([CH2:28][CH2:29][CH2:30][CH2:31][CH2:32][n+:40]1[cH:36][cH:37][s:38][cH:39]1)=[O:34])=[CH2:35]. The reactants are CC1S[C@H]2N(C(=C1)C(=O)O)C(C2NC(C(NC(=O)OC(C)C2CC2)C2=CC=CC=C2)=O)=O (2-methyl-7-[N-(1-cyclopropylethoxy)carbonyl-2-phenylglycyl]amino-3-cephem-4-carboxylic acid), CCOCC (ether). Solvent: C(=O)O (formic acid). Reaction conditions: time 1.5 hour. Product: CC1S[C@H]2N(C(=C1)C(=O)O)C(C2NC(C(N)C2=CC=CC=C2)=O)=O (2-methyl-7-(2-phenylglycyl)amino-3-cephem-4-carboxylic acid). The yield is 74.7%. RXN SMILES: [CH3:1][CH:2]1[CH:7]=[C:6]([C:8]([OH:10])=[O:9])[N:5]2[C:11](=[O:32])[CH:12]([NH:13][C:14](=[O:31])[CH:15]([C:25]3[CH:30]=[CH:29][CH:28]=[CH:27][CH:26]=3)[NH:16]C(OC(C3CC3)C)=O)[C@H:4]2[S:3]1.CCOCC>C(O)=O>[CH3:1][CH:2]1[CH:7]=[C:6]([C:8]([OH:10])=[O:9])[N:5]2[C:11](=[O:32])[CH:12]([NH:13][C:14](=[O:31])[CH:15]([C:25]3[CH:26]=[CH:27][CH:28]=[CH:29][CH:30]=3)[NH2:16])[C@H:4]2[S:3]1. Procedure details: A solution of 2-methyl-7-[N-(1-cyclopropylethoxy)carbonyl-2-phenylglycyl]amino-3-cephem-4-carboxylic acid (2.0 g) in formic acid (10 ml) was stirred for 2.5 hours at room temperature. After the reaction was completed, ether (30 ml) was added to the reaction mixture, and the supernatent was removed three times by decantation. Colorless powder was collected by filtration and washed with ether. Thus obtained powder was suspended in a mixture of acetonitrile (15 ml) and water (1 ml), and the suspens... Procedure details: 2-(Azidomethyl)-6-bromopyridine (Example 470 Step 1) (700 mg, 3.29 mmol) and tert-butyl prop-2-yn-1-ylcarbamate (510 mg, 3.29 mmol) were combined in t-BuOH (6.0 mL) and water (3.0 mL). CuSO4.5H2O (41 mg, 0.16 mmol) in water (1.0 mL) was added, followed by sodium ascorbate (130 mg, 0.66 mmol) in water (2.0 mL). The reaction was stirred at room temperature for 2 h. The solution was subsequently diluted with saturated NaHCO3 and extracted with EtOAc (3×). The combined organic layers were washed wit... Product: C(C)(C)(C)OC(NCC=1N=NN(C1)CC1=NC(=CC=C1)Br)=O (tert-Butyl({1-[(6-bromopyridin-2-yl)methyl]-1H-1,2,3-triazol-4-yl}methyl)carbamate). Conditions: time 2 hour. Reaction SMILES: [N:1]([CH2:4][C:5]1[CH:10]=[CH:9][CH:8]=[C:7]([Br:11])[N:6]=1)=[N+:2]=[N-:3].[CH2:12]([NH:15][C:16](=[O:22])[O:17][C:18]([CH3:21])([CH3:20])[CH3:19])[C:13]#[CH:14].O=C1O[C@H]([C@H](CO)O)C([O-])=C1O.[Na+]>CC(O)(C)C.O.C([O-])(O)=O.[Na+]>[C:18]([O:17][C:16](=[O:22])[NH:15][CH2:12][C:13]1[N:3]=[N:2][N:1]([CH2:4][C:5]2[CH:10]=[CH:9][CH:8]=[C:7]([Br:11])[N:6]=2)[CH:14]=1)([CH3:21])([CH3:20])[CH3:19] |f:2.3,6.7|. Starting materials: N(=[N+]=[N-])CC1=NC(=CC=C1)Br (2-(Azidomethyl)-6-bromopyridine), O=C1C(O)=C([O-])[C@H](O1)[C@@H](O)CO.[Na+] (sodium ascorbate), CuSO4.5H2O, C(C#C)NC(OC(C)(C)C)=O (tert-butyl prop-2-yn-1-ylcarbamate). Run in CC(C)(C)O (t-BuOH), O (water), O (water), C(=O)(O)[O-].[Na+] (NaHCO3), O (water). The reactants are CSC1=NC(=CC(=N1)NCCO)C1=CC(=CC=C1)C(F)(F)F (2-[2-methylsulfanyl-6-(3-trifluoromethyl-phenyl)-pyrimidin-4-yl-amino]-ethanol), C(C)#N.O (acetonitrile water), OOS(=O)[O-].[K+] (oxone). Solvent: C(C)(=O)OCC (ethyl acetate). Run at time 4.5 hour. Product: CS(=O)(=O)C1=NC(=CC(=N1)NCCO)C1=CC(=CC=C1)C(F)(F)F (2-[2-methanesulfonyl-6-(3-trifluoromethyl-phenyl)-pyrimidin-4-yl-amino]-ethanol). Reaction SMILES: CS[C:3]1[N:8]=[C:7]([NH:9][CH2:10][CH2:11][OH:12])[CH:6]=[C:5]([C:13]2[CH:18]=[CH:17][CH:16]=[C:15]([C:19]([F:22])([F:21])[F:20])[CH:14]=2)[N:4]=1.[C:23](#N)C.O.O[O:28][S:29]([O-:31])=O.[K+]>C(OCC)(=O)C>[CH3:23][S:29]([C:3]1[N:8]=[C:7]([NH:9][CH2:10][CH2:11][OH:12])[CH:6]=[C:5]([C:13]2[CH:18]=[CH:17][CH:16]=[C:15]([C:19]([F:22])([F:20])[F:21])[CH:14]=2)[N:4]=1)(=[O:31])=[O:28] |f:1.2,3.4|. Reported procedure: To a stirring suspension of 2-[2-methylsulfanyl-6-(3-trifluoromethyl-phenyl)-pyrimidin-4-yl-amino]-ethanol (450 mg) in a 10:1 acetonitrile/water mixture (11 ml) was added oxone (1.93 g). The resulting suspension was stirred at room temperature for 4.5 hrs. After diluting with ethyl acetate (100 ml), washed with water (100 ml), brine (50 ml), dried over MgSO4 and concentrated in vacuo to give the title compound as a yellow gum (493 mg).